From a dataset of the Open Reaction Database (ORD), a public repository of structured organic reaction records. describe an organic reaction: reactants, conditions, products, and yield The reactants are FC(C=1C=C(C=CC1OC(C(F)(F)F)C)C1=NC(=NO1)C1=C2C=CNC2=CC=C1)(F)F (4-{5-[3-(trifluoromethyl)-4-(2,2,2-trifluoro-1-methylethoxy)phenyl]-1,2,4-oxadiazol-3-yl}-1H-indole), CN(C)C=O (DMF), O=P(Cl)(Cl)Cl (POCl3), CN(C)C=O (DMF), O (water), [OH-].[Na+] (NaOH). Conditions: time 0.5 hour. The product is FC(C=1C=C(C=CC1OC(C(F)(F)F)C)C1=NC(=NO1)C1=C2C(=CNC2=CC=C1)C=O)(F)F (4-{5-[3-(trifluoromethyl)-4-(2,2,2-trifluoro-1-methylethoxy)phenyl]-1,2,4-oxadiazol-3-yl}-1H-indole-3-carboaldehyde). As a reaction SMILES: O=P(Cl)(Cl)Cl.[F:6][C:7]([F:36])([F:35])[C:8]1[CH:9]=[C:10]([C:21]2[O:25][N:24]=[C:23]([C:26]3[CH:34]=[CH:33][CH:32]=[C:31]4[C:27]=3[CH:28]=[CH:29][NH:30]4)[N:22]=2)[CH:11]=[CH:12][C:13]=1[O:14][CH:15]([CH3:20])[C:16]([F:19])([F:18])[F:17].[OH-].[Na+].O.CN([CH:43]=[O:44])C>>[F:36][C:7]([F:6])([F:35])[C:8]1[CH:9]=[C:10]([C:21]2[O:25][N:24]=[C:23]([C:26]3[CH:34]=[CH:33][CH:32]=[C:31]4[C:27]=3[C:28]([CH:43]=[O:44])=[CH:29][NH:30]4)[N:22]=2)[CH:11]=[CH:12][C:13]=1[O:14][CH:15]([CH3:20])[C:16]([F:17])([F:18])[F:19] |f:2.3|. Procedure details: POCl3 (158.4 μl) was added dropwise to a DMF solution (4 ml) at 0° C. After warming to room temperature, it was stirred for 0.5 hour. Then, a solution of 4-{5-[3-(trifluoromethyl)-4-(2,2,2-trifluoro-1-methylethoxy)phenyl]-1,2,4-oxadiazol-3-yl}-1H-indole (500.0 mg) in DMF (1 ml) was added thereto at 0° C., followed by stirring at room temperature for 15 hours. After cooling to 0° C., to the reaction solution was added a 1M aqueous NaOH solution for adjustment of its pH to 9 to 10. This solution w... The reactants are BrC(Br)(Br)Br, CCOC(=O)NC1CCc2ccc(CCO)cc2C1Cc1cccc(Cl)c1, ClCCl, c1ccc(P(c2ccccc2)c2ccccc2)cc1. The product is CCOC(=O)NC1CCc2ccc(CCBr)cc2C1Cc1cccc(Cl)c1. As a reaction SMILES: [C:47]([Br:48])([Br:49])([Br:50])[Br:51].[CH2:1]([CH3:2])[O:3][C:4]([NH:5][CH:6]1[CH:7]([CH2:19][c:20]2[cH:21][c:22]([Cl:26])[cH:23][cH:24][cH:25]2)[c:8]2[cH:9][c:10]([CH2:16][CH2:17][OH:18])[cH:11][cH:12][c:13]2[CH2:14][CH2:15]1)=[O:27].[Cl:52][CH2:53][Cl:54].[c:28]1([P:29]([c:30]2[cH:31][cH:32][cH:33][cH:34][cH:35]2)[c:36]2[cH:37][cH:38][cH:39][cH:40][cH:41]2)[cH:42][cH:43][cH:44][cH:45][cH:46]1>>[CH2:1]([CH3:2])[O:3][C:4]([NH:5][CH:6]1[CH:7]([CH2:19][c:20]2[cH:21][c:22]([Cl:26])[cH:23][cH:24][cH:25]2)[c:8]2[cH:9][c:10]([CH2:16][CH2:17][Br:48])[cH:11][cH:12][c:13]2[CH2:14][CH2:15]1)=[O:27]. Reactants: p-anisole, [Cl-].[Al+3].[Cl-].[Cl-] (Aluminum chloride), O (Water), C1(CCC(=O)O1)=O (succinic anhydride), [N+](=O)([O-])C1=CC=CC=C1 (nitrobenzene), ClC(C(Cl)Cl)Cl (1,1,2,2-tetrachloroethane). Run at time 8 hour. The product is O(C)C1=CC=C(C(=O)CCC(=O)O)C=C1 (3-(4-methoxylbenzoyl)propionic acid). Yield: 88.0%. RXN SMILES: [C:1]1(=[O:7])[O:6][C:4](=[O:5])[CH2:3][CH2:2]1.[N+]([C:11]1[CH:16]=[CH:15][CH:14]=[CH:13][CH:12]=1)([O-])=O.[Cl-].[Al+3].[Cl-].[Cl-].[OH2:21].Cl[CH:23](Cl)C(Cl)Cl>>[O:21]([C:11]1[CH:16]=[CH:15][C:14]([C:1]([CH2:2][CH2:3][C:4]([OH:6])=[O:5])=[O:7])=[CH:13][CH:12]=1)[CH3:23] |f:2.3.4.5|. Procedure: A solution of p-anisole (4.32 g, 50 mmol) and succinic anhydride (4.14 g, 40 mmol) were combined in 1,1,2,2-tetrachloroethane (10 mL) and nitrobenzene (40 mL) at 4° C. Aluminum chloride (24.56 g, 180 mmol) was then added gradually. The temperature was kept at 0°-5° C. and stirred overnight. Water was added and neutralized to quench the reaction. The aqueous phase was separated and washed with ether then reacidified and washed with ether again. The ether fractions were combined, dried and evapora... The reactants are ClC1=CC2=C(C(N(C=3C(=CC(=C(C23)C2=CC=C(C=C2)[C@H](CNC(OC(C)(C)C)=O)C)OC)C)COCC[Si](C)(C)C)=O)S1 ((R)-tert-butyl 2-(4-(2-chloro-8-methoxy-6-methyl-4-oxo-5-((2-(trimethylsilyl)ethoxy)methyl)-4,5-dihydrothieno[2,3-c]quinolin-9-yl)phenyl)propylcarbamate), B(Br)(Br)Br (BBr3). Run in C(Cl)Cl (CH2Cl2). Reaction conditions: time 1 hour. Product: Cl.NC[C@H](C)C1=CC=C(C=C1)C=1C=2C3=C(C(NC2C(=CC1O)C)=O)SC(=C3)Cl ((R)-9-(4-(1-Aminopropan-2-yl)phenyl)-2-chloro-8-hydroxy-6-methylthieno[2,3-c]quinolin-4(5H)-one hydrochloride), hydrochloride salt. As a reaction SMILES: [Cl:1][C:2]1[S:43][C:5]2[C:6](=[O:42])[N:7](COCC[Si](C)(C)C)[C:8]3[C:9]([CH3:33])=[CH:10][C:11]([O:31]C)=[C:12]([C:14]4[CH:19]=[CH:18][C:17]([C@@H:20]([CH3:30])[CH2:21][NH:22]C(=O)OC(C)(C)C)=[CH:16][CH:15]=4)[C:13]=3[C:4]=2[CH:3]=1.B(Br)(Br)Br>C(Cl)Cl>[ClH:1].[NH2:22][CH2:21][C@@H:20]([C:17]1[CH:18]=[CH:19][C:14]([C:12]2[C:13]3[C:4]4[CH:3]=[C:2]([Cl:1])[S:43][C:5]=4[C:6](=[O:42])[NH:7][C:8]=3[C:9]([CH3:33])=[CH:10][C:11]=2[OH:31])=[CH:15][CH:16]=1)[CH3:30] |f:3.4|. Procedure details: To a solution of (R)-tert-butyl 2-(4-(2-chloro-8-methoxy-6-methyl-4-oxo-5-((2-(trimethylsilyl)ethoxy)methyl)-4,5-dihydrothieno[2,3-c]quinolin-9-yl)phenyl)propylcarbamate (32 mg, 0.050 mmol) in CH2Cl2 at 0° C. was added BBr3 (1.0 M in methylene chloride, 1.0 mL, 1.0 mmol) and the reaction was stirred at that temperature for 1 h and quenched by pouring onto water or ice-water. The resulting mixture was concentrated and the residue was dissolved methanol (2 mL) and treated with NH4OH (2 mL). The re...